Dataset: the Open Reaction Database (ORD), a public repository of structured organic reaction records. Task: describe an organic reaction: reactants, conditions, products, and yield Yields the product COc1ccc(C(=O)CCC(=O)O)cc1NC(C)=O. Reactants: CC(=O)OC(C)=O, COc1ccc(C(=O)CCC(=O)O)cc1N, O=S(=O)(O)O. As a reaction SMILES: [CH3:17][C:18](=[O:19])[O:20][C:21](=[O:22])[CH3:23].[NH2:1][c:2]1[cH:3][c:4]([C:5](=[O:6])[CH2:7][CH2:8][C:9](=[O:10])[OH:11])[cH:12][cH:13][c:14]1[O:15][CH3:16].[S:24](=[O:25])(=[O:26])([OH:27])[OH:28]>>[NH:1]([c:2]1[cH:3][c:4]([C:5](=[O:6])[CH2:7][CH2:8][C:9](=[O:10])[OH:11])[cH:12][cH:13][c:14]1[O:15][CH3:16])[C:18]([CH3:17])=[O:19]. The reactants are suspension, COC(CC1=CC=C(C=C1)NC1=C(C=CC=C1)[N+](=O)[O-])=O ([4-(2-nitro-phenylamino)-phenyl]-acetic acid methyl ester). Reagents/catalysts: [Pd] (Pd/C). The solvent is CO (MeOH). Yields the product COC(CC1=CC=C(C=C1)NC1=C(C=CC=C1)N)=O ([4-(2-Amino-phenylamino)-phenyl]-acetic acid methyl ester). As a reaction SMILES: [CH3:1][O:2][C:3](=[O:21])[CH2:4][C:5]1[CH:10]=[CH:9][C:8]([NH:11][C:12]2[CH:17]=[CH:16][CH:15]=[CH:14][C:13]=2[N+:18]([O-])=O)=[CH:7][CH:6]=1>CO.[Pd]>[CH3:1][O:2][C:3](=[O:21])[CH2:4][C:5]1[CH:6]=[CH:7][C:8]([NH:11][C:12]2[CH:17]=[CH:16][CH:15]=[CH:14][C:13]=2[NH2:18])=[CH:9][CH:10]=1. Procedure details: 0.700 g of a suspension of [4-(2-nitro-phenylamino)-phenyl]-acetic acid methyl ester and 0.240 g of Pd/C (10%) in 20 ml of MeOH is stirred for 3 hours at rt under a hydrogen atmosphere. The mixture obtained is filtered through a pad of Celite and the filtrate obtained is concentrated. [4-(2-Amino-phenylamino)-phenyl]-acetic acid methyl ester is obtained in the form of an oil: ES-MS: 257.1 [M+H]+; single peak at tR=3.04 min (System 1). Reactants: FC(C1=CC=CC(=N1)C(CC)O)(F)F (1-(6-(trifluoromethyl)pyridin-2-yl)propan-1-ol), BrC(CCC)C1=NC=CC=C1 (2-(1-bromobutyl)pyridine). Product: BrC(CC)C1=NC(=CC=C1)C(F)(F)F (2-(1-Bromopropyl)-6-(trifluoromethyl)pyridine). As a reaction SMILES: [F:1][C:2]([F:14])([F:13])[C:3]1[N:8]=[C:7]([CH:9](O)[CH2:10][CH3:11])[CH:6]=[CH:5][CH:4]=1.[Br:15]C(C1C=CC=CN=1)CCC>>[Br:15][CH:9]([C:7]1[CH:6]=[CH:5][CH:4]=[C:3]([C:2]([F:14])([F:13])[F:1])[N:8]=1)[CH2:10][CH3:11]. Procedure: The title compound was prepared from 1-(6-(trifluoromethyl)pyridin-2-yl)propan-1-ol (Example 238, Step A) following a procedure similar to the one described for the synthesis of 2-(1-bromobutyl)pyridine (Example 231, Step B). Mass Spectrum (ESI) m/z=268.0 (M+1) and 269.9 (M+1). Starting materials: C(C)(C)(C)OC(=O)N1CC2=CC=C(C=C2C1)N1CC(CCC1)(F)F (5-(3,3-difluoro-piperidin-1-yl)-1,3-dihydro-isoindole-2-carboxylic acid tert-butyl ester), Cl (hydrochloric acid). Yields the product Cl.FC1(CN(CCC1)C=1C=C2CNCC2=CC1)F (5-(3,3-Difluoro-piperidin-1-yl)-2,3-dihydro-1H-isoindole hydrochloride). As a reaction SMILES: C(OC([N:8]1[CH2:16][C:15]2[C:10](=[CH:11][CH:12]=[C:13]([N:17]3[CH2:22][CH2:21][CH2:20][C:19]([F:24])([F:23])[CH2:18]3)[CH:14]=2)[CH2:9]1)=O)(C)(C)C.[ClH:25]>>[ClH:25].[F:24][C:19]1([F:23])[CH2:20][CH2:21][CH2:22][N:17]([C:13]2[CH:14]=[C:15]3[C:10](=[CH:11][CH:12]=2)[CH2:9][NH:8][CH2:16]3)[CH2:18]1 |f:2.3|. Procedure: Prepared in analogy to Example A3(e) from 5-(3,3-difluoro-piperidin-1-yl)-1,3-dihydro-isoindole-2-carboxylic acid tert-butyl ester and hydrochloric acid. Brown solid. MS (m/e): 239.3 ([M+H]+, 100%). The reactants are BrC1=CC(=C(C=C1)C(=O)N1CCN(CC1)C1=NC=C(C=C1C)C)Cl ((4-bromo-2-chlorophenyl)[4-(3,5-dimethylpyridin-2-yl)piperazin-1-yl]methanone), C(C)(=O)N1C(NCC1)=O (1-acetylimidazolidin-2-one). Product: C(C)(=O)N1C(N(CC1)C1=CC(=C(C=C1)C(=O)N1CCN(CC1)C1=NC=C(C=C1C)C)Cl)=O (1-acetyl-3-{3-chloro-4-[4-(3,5-dimethylpyridin-2-yl)piperazine-1-carbonyl]phenyl}imidazolidin-2-one). Yield: 53.0%. RXN SMILES: Br[C:2]1[CH:7]=[CH:6][C:5]([C:8]([N:10]2[CH2:15][CH2:14][N:13]([C:16]3[C:21]([CH3:22])=[CH:20][C:19]([CH3:23])=[CH:18][N:17]=3)[CH2:12][CH2:11]2)=[O:9])=[C:4]([Cl:24])[CH:3]=1.[C:25]([N:28]1[CH2:32][CH2:31][NH:30][C:29]1=[O:33])(=[O:27])[CH3:26]>>[C:25]([N:28]1[CH2:32][CH2:31][N:30]([C:2]2[CH:7]=[CH:6][C:5]([C:8]([N:10]3[CH2:15][CH2:14][N:13]([C:16]4[C:21]([CH3:22])=[CH:20][C:19]([CH3:23])=[CH:18][N:17]=4)[CH2:12][CH2:11]3)=[O:9])=[C:4]([Cl:24])[CH:3]=2)[C:29]1=[O:33])(=[O:27])[CH3:26]. Reported procedure: Using (4-bromo-2-chlorophenyl)[4-(3,5-dimethylpyridin-2-yl)piperazin-1-yl]methanone (409 mg) described in Preparation Example 119 and 1-acetylimidazolidin-2-one (192 mg) and by the reaction and treatment in the same manner as in Example 511, the title compound (242 mg) was obtained.